From a dataset of the Open Reaction Database (ORD), a public repository of structured organic reaction records. describe an organic reaction: reactants, conditions, products, and yield The product is BrC1=CC2=C(C=3N=C(SC3CCO2)C=2N(N=CN2)CC(F)(F)F)C=C1 (8-Bromo-2-[2-(2,2,2-trifluoro-ethyl)-2H-[1,2,4]triazol-3-yl]-4,5-dihydro-6-oxa-3-thia-1-aza-benzo[e]azulene). Reaction SMILES: [Br:1][C:2]1[CH:18]=[CH:17][C:5]2[C:6]3[N:7]=[C:8]([C:14]([NH2:16])=O)[S:9][C:10]=3[CH2:11][CH2:12][O:13][C:4]=2[CH:3]=1.[CH3:19]N.[F:21][C:22]([F:27])([F:26])[CH2:23][NH:24][NH2:25]>C1(C)C=CC=CC=1.C(O)(=O)C>[Br:1][C:2]1[CH:18]=[CH:17][C:5]2[C:6]3[N:7]=[C:8]([C:14]4[N:24]([CH2:23][C:22]([F:27])([F:26])[F:21])[N:25]=[CH:19][N:16]=4)[S:9][C:10]=3[CH2:11][CH2:12][O:13][C:4]=2[CH:3]=1. The solvent is C(C)(=O)O (acetic acid), C1(=CC=CC=C1)C (toluene). Starting materials: BrC1=CC2=C(C=3N=C(SC3CCO2)C(=O)N)C=C1 (8-bromo-4,5-dihydro-6-oxa-3-thia-1-aza-benzo[e]azulene-2-carboxylic acid amide), CN (methanamine), FC(CNN)(F)F (trifluoroethyl hydrazine). Reported procedure: To a solution of 8-Bromo-4,5-dihydro-6-oxa-3-thia-1-aza-benzo[e]azulene-2-carboxylic acid amide 25 (10.76 g, 0.03308 mol) in toluene (200 mL) was added methanamine, 1,1-Dimethoxy-N,N-dimethyl-(19.683 g, 0.1640 moles). The reaction was heated to 95° C. for 3 hours. The toluene was removed in vacuo to give a beige powder. The crude (12.58 g, 0.03308 mol) was redissolved in acetic acid (120 mL) and trifluoroethyl hydrazine (6.269 mL, 0.04962 mol) was added. The reaction was heated to 95° C. for 4 h... Run at temperature 95 celsius. Reactants: O=C(CCC(F)(F)F)N1C(=O)OCC1Cc1ccccc1, C1CCOC1, C[Si](C)(C)[N-][Si](C)(C)C, CI, [Na+]. Product: CC(CC(F)(F)F)C(=O)N1C(=O)OCC1Cc1ccccc1. Reaction SMILES: [CH2:11]([c:12]1[cH:13][cH:14][cH:15][cH:16][cH:17]1)[CH:18]1[N:19]([C:24]([CH2:25][CH2:26][C:27]([F:28])([F:29])[F:30])=[O:31])[C:20](=[O:23])[O:21][CH2:22]1.[CH2:34]1[O:35][CH2:36][CH2:37][CH2:38]1.[CH3:1][Si:2]([N-:3][Si:4]([CH3:5])([CH3:6])[CH3:7])([CH3:8])[CH3:9].[I:32][CH3:33].[Na+:10]>>[CH2:11]([c:12]1[cH:13][cH:14][cH:15][cH:16][cH:17]1)[CH:18]1[N:19]([C:24]([CH:25]([CH2:26][C:27]([F:28])([F:29])[F:30])[CH3:33])=[O:31])[C:20](=[O:23])[O:21][CH2:22]1. Starting materials: C(C)OP(=O)(OCC)CNCC(=O)O (Diethylphosphonomethyl glycine). Solvent: Cl (hydrochloric acid). Product: C(C(=O)O)NCP(=O)(O)O (glyphosate). Reaction SMILES: C([O:3][P:4]([CH2:9][NH:10][CH2:11][C:12]([OH:14])=[O:13])([O:6]CC)=[O:5])C>Cl>[CH2:11]([NH:10][CH2:9][P:4]([OH:6])([OH:5])=[O:3])[C:12]([OH:14])=[O:13]. Procedure: Diethylphosphonomethyl glycine (6 g) was refluxed, for 16 hours, with concentrated hydrochloric acid (20 ml). The reaction mixture was cooled and the solvent was evaporated to obtain glyphosate, which was confirmed by high pressure liquid chromatograph and 31P-nuclear magnetic resonance and infrared spectra. Reactants: OCCCCCCOC1=C(C=C(C=O)C=C1OC)OC (4-[(6-hydroxyhexyl)oxy]-3,5-dimethoxybenzaldehyde), COC=1C=C(C=CC1OC)CC#N ((3,4-dimethoxyphenyl)acetonitrile). The product is COC=1C=C(C=CC1OC)/C(/C#N)=C/C1=CC(=C(C(=C1)OC)OCCCCCCO)OC ((2Z)-2-(3,4-dimethoxyphenyl)-3-{4-[(6-hydroxyhexyl)oxy]-3,5-dimethoxyphenyl}prop-2-enenitrile). Isolated yield 97.0%. RXN SMILES: [OH:1][CH2:2][CH2:3][CH2:4][CH2:5][CH2:6][CH2:7][O:8][C:9]1[C:16]([O:17][CH3:18])=[CH:15][C:12]([CH:13]=O)=[CH:11][C:10]=1[O:19][CH3:20].[CH3:21][O:22][C:23]1[CH:24]=[C:25]([CH2:31][C:32]#[N:33])[CH:26]=[CH:27][C:28]=1[O:29][CH3:30]>>[CH3:21][O:22][C:23]1[CH:24]=[C:25](/[C:31](=[CH:13]/[C:12]2[CH:15]=[C:16]([O:17][CH3:18])[C:9]([O:8][CH2:7][CH2:6][CH2:5][CH2:4][CH2:3][CH2:2][OH:1])=[C:10]([O:19][CH3:20])[CH:11]=2)/[C:32]#[N:33])[CH:26]=[CH:27][C:28]=1[O:29][CH3:30]. Procedure details: (2Z)-2-(3,4-dimethoxyphenyl)-3-{4-[(6-hydroxyhexyl)oxy]-3,5-dimethoxyphenyl}prop-2-enenitrile is prepared starting from 4-[(6-hydroxyhexyl)oxy]-3,5-dimethoxybenzaldehyde and (3,4-dimethoxyphenyl)acetonitrile according the same procedure following for example 10 in 97% yield. This material proves chromatographically homogenous and displays spectral characteristics consistent with its assigned structure. Starting materials: O=C[C@H](O)[C@@H](O)[C@H](O)[C@H](O)CO (D-(+)-glucose), [Cl-].[NH4+] (ammonium chloride), C(C)C1=CC=C(CC2=C(N)C=CC=C2)C=C1 (2-(4-Ethylbenzyl)aniline). Run in CO (methanol). Yields the product C(C)C1=CC=C(CC2=C(N[C@H]3[C@H](O)[C@@H](O)[C@H](O)[C@H](O3)CO)C=CC=C2)C=C1 (2-(4-ethylbenzyl)-N-(β-D-glucopyranosyl)aniline). Isolated yield 56.0%. As a reaction SMILES: [CH2:1]([C:3]1[CH:16]=[CH:15][C:6]([CH2:7][C:8]2[CH:14]=[CH:13][CH:12]=[CH:11][C:9]=2[NH2:10])=[CH:5][CH:4]=1)[CH3:2].[O:17]=[CH:18][C@@H:19]([C@H:21]([C@@H:23]([C@@H:25]([CH2:27][OH:28])[OH:26])[OH:24])[OH:22])O.[Cl-].[NH4+]>CO>[CH2:1]([C:3]1[CH:16]=[CH:15][C:6]([CH2:7][C:8]2[CH:14]=[CH:13][CH:12]=[CH:11][C:9]=2[NH:10][C@@H:27]2[O:28][C@H:19]([CH2:18][OH:17])[C@@H:21]([OH:22])[C@H:23]([OH:24])[C@H:25]2[OH:26])=[CH:5][CH:4]=1)[CH3:2] |f:2.3|. Procedure details: 2-(4-Ethylbenzyl)aniline 1 (500 mg) was dissolved in methanol (5 ml), and thereto are added D-(+)-glucose 2 (516 mg) and ammonium chloride (25 mg), and the mixture was heated under reflux for 2 hours. Methanol was evaporated under reduced pressure, and water was added to the residue, and the mixture was extracted with ethyl acetate. The extract was washed with brine, dried over sodium sulfate, and the solvent was evaporated. The residue was purified by silica gel column chromatography (chlorofor... Starting materials: O=C1OC(Br)c2c(Cl)cccc21, C1CCOC1, c1ccc(P(c2ccccc2)c2ccccc2)cc1. Product: [Br-], O=C1OC([P+](c2ccccc2)(c2ccccc2)c2ccccc2)c2c(Cl)cccc21. RXN SMILES: [Br:1][CH:2]1[O:3][C:4](=[O:12])[c:5]2[cH:6][cH:7][cH:8][c:9]([Cl:11])[c:10]21.[CH2:32]1[O:33][CH2:34][CH2:35][CH2:36]1.[c:13]1([P:19]([c:20]2[cH:21][cH:22][cH:23][cH:24][cH:25]2)[c:26]2[cH:27][cH:28][cH:29][cH:30][cH:31]2)[cH:14][cH:15][cH:16][cH:17][cH:18]1>>[Br-:1].[CH:2]1([P+:19]([c:13]2[cH:14][cH:15][cH:16][cH:17][cH:18]2)([c:20]2[cH:21][cH:22][cH:23][cH:24][cH:25]2)[c:26]2[cH:27][cH:28][cH:29][cH:30][cH:31]2)[O:3][C:4](=[O:12])[c:5]2[cH:6][cH:7][cH:8][c:9]([Cl:11])[c:10]21. Reactants: ClCCl, O=C(O)C(F)(F)F, CC(C)(C)OC(=O)N1CC2(CCN(c3ccc(C(=O)Nc4ccccc4N)cn3)CC2)C1. Product: Nc1ccccc1NC(=O)c1ccc(N2CCC3(CC2)CNC3)nc1. As a reaction SMILES: [Cl:40][CH2:41][Cl:42].[F:33][C:34]([F:35])([F:36])[C:37]([OH:38])=[O:39].[NH2:1][c:2]1[c:3]([NH:8][C:9](=[O:10])[c:11]2[cH:12][cH:13][c:14]([N:17]3[CH2:18][CH2:19][C:20]4([CH2:21][N:22]([C:24]([O:25][C:26]([CH3:27])([CH3:28])[CH3:29])=[O:30])[CH2:23]4)[CH2:31][CH2:32]3)[n:15][cH:16]2)[cH:4][cH:5][cH:6][cH:7]1>>[NH2:1][c:2]1[c:3]([NH:8][C:9](=[O:10])[c:11]2[cH:12][cH:13][c:14]([N:17]3[CH2:18][CH2:19][C:20]4([CH2:21][NH:22][CH2:23]4)[CH2:31][CH2:32]3)[n:15][cH:16]2)[cH:4][cH:5][cH:6][cH:7]1. Reactants: [BH4-], C1CCOC1, CCO, CCC(=O)c1ccc(OCc2c(C)c(C)cc(C)c2C)cc1, [Na+]. Product: CCC(O)c1ccc(OCc2c(C)c(C)cc(C)c2C)cc1. Reaction SMILES: [BH4-:1].[CH2:25]1[O:26][CH2:27][CH2:28][CH2:29]1.[CH3:30][CH2:31][OH:32].[CH3:3][c:4]1[c:5]([CH2:6][O:7][c:8]2[cH:9][cH:10][c:11]([C:14]([CH2:15][CH3:16])=[O:17])[cH:12][cH:13]2)[c:18]([CH3:24])[c:19]([CH3:23])[cH:20][c:21]1[CH3:22].[Na+:2]>>[CH3:3][c:4]1[c:5]([CH2:6][O:7][c:8]2[cH:9][cH:10][c:11]([CH:14]([CH2:15][CH3:16])[OH:17])[cH:12][cH:13]2)[c:18]([CH3:24])[c:19]([CH3:23])[cH:20][c:21]1[CH3:22]. Reactants: C(C1=CC=CC=C1)OC1=C(C=C(C=C1)N1CCNCC1)F (1-(4-benzyloxy-3-fluorophenyl)piperazine), C1(CCCCC1)CCCCl (3-cyclohexylpropyl chloride), C(CCCCCCC)Br (n-octyl bromide), FC1=C(C=C(C(=C1)OC)F)N1CCNCC1 (1-(2,5-difluoro-4-methoxyphenyl)piperazine). Yields the product C1(CCCCC1)CCCN1CCN(CC1)C1=C(C=C(C(=C1)F)OC)F (1-(3-cyclohexylpropyl)-4-(2,5-difluoro-4-methoxyphenyl)piperazine). The yield is 97.1%. As a reaction SMILES: C(OC1C=CC(N2CCNCC2)=CC=1F)C1C=CC=CC=1.C(Br)CCCCCCC.[F:31][C:32]1[CH:37]=[C:36]([O:38][CH3:39])[C:35]([F:40])=[CH:34][C:33]=1[N:41]1[CH2:46][CH2:45][NH:44][CH2:43][CH2:42]1.[CH:47]1([CH2:53][CH2:54][CH2:55]Cl)[CH2:52][CH2:51][CH2:50][CH2:49][CH2:48]1>>[CH:47]1([CH2:53][CH2:54][CH2:55][N:44]2[CH2:45][CH2:46][N:41]([C:33]3[CH:34]=[C:35]([F:40])[C:36]([O:38][CH3:39])=[CH:37][C:32]=3[F:31])[CH2:42][CH2:43]2)[CH2:52][CH2:51][CH2:50][CH2:49][CH2:48]1. Reported procedure: Production Example 38 was repeated except that 1-(4-benzyloxy-3-fluorophenyl)piperazine and n-octyl bromide were replaced with 1-(2,5-difluoro-4-methoxyphenyl)piperazine (228 mg) and 3-cyclohexylpropyl chloride (161 mg). The resulting crude product was purified on silica gel column chromatography (eluent, ethyl acetate) to provide 1-(3-cyclohexylpropyl)-4-(2,5-difluoro-4-methoxyphenyl)piperazine (342 mg). Starting materials: [BH4-], CCO, CC(C)=CCCC(C)CCOc1ccc(C#N)cc1, [Na+], Cl[Ni]Cl. The product is CC(C)=CCCC(C)CCOc1ccc(CN)cc1. Reaction SMILES: [BH4-:1].[CH3:22][CH2:23][OH:24].[CH3:3][CH:4]([CH2:5][CH2:6][O:7][c:8]1[cH:9][cH:10][c:11]([C:14]#[N:15])[cH:12][cH:13]1)[CH2:16][CH2:17][CH:18]=[C:19]([CH3:20])[CH3:21].[Na+:2].[Ni:25]([Cl:26])[Cl:27]>>[CH3:3][CH:4]([CH2:5][CH2:6][O:7][c:8]1[cH:9][cH:10][c:11]([CH2:14][NH2:15])[cH:12][cH:13]1)[CH2:16][CH2:17][CH:18]=[C:19]([CH3:20])[CH3:21].